This data is from the Open Reaction Database (ORD), a public repository of structured organic reaction records. The task is: describe an organic reaction: reactants, conditions, products, and yield Reactants: Cl (hydrochloric acid), ON=C/C(=C/[C@H]1C([C@@H]1C(=O)OC(C)(C)C)(C)C)/C (t-butyl (1R)-trans-3-[(E)-3-hydroxyimino-2-methyl-1-propenyl]-2,2-dimethylcyclopropanecarboxylate), ICCC (1-iodopropane), [OH-].[Na+] (sodium hydroxide). Solvent: CN(C=O)C (DMF), CN(C=O)C (dimethylformamide). Run at time 8 hour. The product is CC1([C@@H]([C@H]1\C=C(\C=NOCCC)/C)C(=O)OC(C)(C)C)C (t-butyl (1R)-trans-2,2-dimethyl-3-[(E)-2-methyl-3-propoxyimino-1-propenyl]cyclopropanecarboxylate). Yield: 82.8%. RXN SMILES: [OH:1][N:2]=[CH:3]/[C:4](/[CH3:18])=[CH:5]/[C@@H:6]1[C@@H:8]([C:9]([O:11][C:12]([CH3:15])([CH3:14])[CH3:13])=[O:10])[C:7]1([CH3:17])[CH3:16].I[CH2:20][CH2:21][CH3:22].[OH-].[Na+].Cl>CN(C)C=O>[CH3:16][C:7]1([CH3:17])[C@H:6](/[CH:5]=[C:4](\[CH3:18])/[CH:3]=[N:2][O:1][CH2:20][CH2:21][CH3:22])[C@H:8]1[C:9]([O:11][C:12]([CH3:15])([CH3:14])[CH3:13])=[O:10] |f:2.3|. Procedure details: Under nitrogen atmosphere, to a mixture of 0.58 g of t-butyl (1R)-trans-3-[(E)-3-hydroxyimino-2-methyl-1-propenyl]-2,2-dimethylcyclopropanecarboxylate, 2.0 g of 1-iodopropane and 10 ml of anhydrous dimethylformamide (hereinafter, abbreviated as DMF) was added 0.10 g of sodium hydroxide (60% dispersion in mineral oil) and the mixture was stirred at room temperature overnight. Thereafter, 1 mol/L hydrochloric acid was added to the reaction mixture, and the mixture was extracted with ethyl acetate.... The reactants are O=C1N(CCC2=C(N1)C=CC=N2)C2CCN(CC2)C(=O)OC(C)(C)C (tert-Butyl 4-(2-oxo-4,5-dihydro-1H-pyrido[3,2-d][1,3]diazepin-3(2H)-yl)piperidine-1-carboxylate), Cl (Hydrogen chloride), C(C)OCC (diethyl ether), FC(C(=O)O)(F)F (Trifluoroacetic acid). Reported procedure: tert-Butyl 4-(2-oxo-4,5-dihydro-1H-pyrido[3,2-d][1,3]diazepin-3(2H)-yl)piperidine-1-carboxylate (0.814 g, 2.350 mmol) was dissolved in dichloromethane (8.0 ml). Trifluoroacetic acid (2.0 ml, 26.0 mmol) was added to the mixture at room temperature. The mixture was stirred at room temperature for 4 hours. All volatiles were removed and the residue was dissolved in dichloromethane (10 mL). 2M Hydrogen chloride in diethyl ether (4.11 ml, 8.22 mmol) was added to the mixture. The reaction was stirred ... The product is Cl.Cl.N1CCC(CC1)N1C(NC2=C(CC1)N=CC=C2)=O (3-(piperidin-4-yl)-4,5-dihydro-1H-pyrido[3,2-d][1,3]diazepin-2(3H)-one dihydrochloride). The yield is 88.0%. Reaction conditions: time 4 hour. As a reaction SMILES: [O:1]=[C:2]1[NH:8][C:7]2[CH:9]=[CH:10][CH:11]=[N:12][C:6]=2[CH2:5][CH2:4][N:3]1[CH:13]1[CH2:18][CH2:17][N:16](C(OC(C)(C)C)=O)[CH2:15][CH2:14]1.FC(F)(F)C(O)=O.[ClH:33].C(OCC)C>ClCCl>[ClH:33].[ClH:33].[NH:16]1[CH2:17][CH2:18][CH:13]([N:3]2[CH2:4][CH2:5][C:6]3[N:12]=[CH:11][CH:10]=[CH:9][C:7]=3[NH:8][C:2]2=[O:1])[CH2:14][CH2:15]1 |f:5.6.7|. Run in ClCCl (dichloromethane). Reactants: FC1=CC=C(C=C1)NC(=O)C1=NNC=C1N (4-Amino-1H-pyrazole-3-carboxylic acid (4-fluorophenyl)-amide), C(C)(=O)OC(C)=O (acetic anhydride). Solvent: N1=CC=CC=C1 (pyridine). Reaction conditions: time 8 hour. Product: FC1=CC=C(C=C1)NC(=O)C1=NNC=C1NC(C)=O (4-Acetylamino-1H-pyrazole-3-carboxlic acid (4-fluoro-phenyl)-amide). Isolated yield 46.2%. Reaction SMILES: [F:1][C:2]1[CH:7]=[CH:6][C:5]([NH:8][C:9]([C:11]2[C:15]([NH2:16])=[CH:14][NH:13][N:12]=2)=[O:10])=[CH:4][CH:3]=1.[C:17](OC(=O)C)(=[O:19])[CH3:18]>N1C=CC=CC=1>[F:1][C:2]1[CH:3]=[CH:4][C:5]([NH:8][C:9]([C:11]2[C:15]([NH:16][C:17](=[O:19])[CH3:18])=[CH:14][NH:13][N:12]=2)=[O:10])=[CH:6][CH:7]=1. Reported procedure: 4-Amino-1H-pyrazole-3-carboxylic acid (4-fluorophenyl)-amide (500 mg; 2.27 mmol) was dissolved in 5 ml of pyridine, treated with acetic anhydride (240 μl, 2.5 mmol) then stirred at room temperature overnight. The solvent was removed by evaporation then dichloromethane (20 ml) and 2M hydrochloric acid (20 ml) were added. The undissolved solid was collected by filtration, washed with more dichloromethane and water then dried under vacuum. The product was isolated as an off white solid (275 mg). (L... The reactants are CC(C)C(N)C(=O)OCc1ccccc1, ClCc1cccnc1, CN1CCOCC1, CCOCC, ClCCl, Cl, Cc1ccc(S(=O)(=O)O)cc1. The product is CC(C)C(NC(=O)c1cccnc1)C(=O)OCc1ccccc1. RXN SMILES: [CH2:12]([c:13]1[cH:14][cH:15][cH:16][cH:17][cH:18]1)[O:19][C:20]([CH:21]([NH2:22])[CH:23]([CH3:24])[CH3:25])=[O:26].[CH2:28]([c:29]1[cH:30][n:31][cH:32][cH:33][cH:34]1)[Cl:35].[CH3:36][N:37]1[CH2:38][CH2:39][O:40][CH2:41][CH2:42]1.[CH3:46][CH2:47][O:48][CH2:49][CH3:50].[Cl:43][CH2:44][Cl:45].[ClH:27].[c:1]1([CH3:2])[cH:3][cH:4][c:5]([S:6]([OH:7])(=[O:8])=[O:9])[cH:10][cH:11]1>>[O:8]=[C:28]([NH:22][CH:21]([C:20]([O:19][CH2:12][c:13]1[cH:14][cH:15][cH:16][cH:17][cH:18]1)=[O:26])[CH:23]([CH3:24])[CH3:25])[c:29]1[cH:30][n:31][cH:32][cH:33][cH:34]1. Starting materials: C(C)OC(C(CC1=CC(=C(C=C1)O)C)OCC)=O ([rac]-2-ethoxy-3-(4-hydroxy-3-methyl-phenyl)-propionic acid ethyl ester), C(C)(C)(C)C1=CC=C(C=C1)C=1SC=C(N1)CCl (2-(4-tert-butyl-phenyl)-4-chloromethyl-thiazole), C([O-])([O-])=O.[Cs+].[Cs+] (cesium carbonate). The solvent is C(C)#N (acetonitrile). Run at temperature 60 celsius, time 1 hour. Yields the product C(C)OC(C(CC1=CC(=C(C=C1)OCC=1N=C(SC1)C1=CC=C(C=C1)C(C)(C)C)C)OCC)=O ([rac]-3-{4-[2-(4-tert-butyl-phenyl)-thiazol-4-ylmethoxy]-3-methyl-phenyl}-2-ethoxy-propionic acid ethyl ester). The yield is 52.8%. Reaction SMILES: [CH2:1]([O:3][C:4](=[O:18])[CH:5]([O:15][CH2:16][CH3:17])[CH2:6][C:7]1[CH:12]=[CH:11][C:10]([OH:13])=[C:9]([CH3:14])[CH:8]=1)[CH3:2].[C:19]([C:23]1[CH:28]=[CH:27][C:26]([C:29]2[S:30][CH:31]=[C:32]([CH2:34]Cl)[N:33]=2)=[CH:25][CH:24]=1)([CH3:22])([CH3:21])[CH3:20].C(=O)([O-])[O-].[Cs+].[Cs+]>C(#N)C>[CH2:1]([O:3][C:4](=[O:18])[CH:5]([O:15][CH2:16][CH3:17])[CH2:6][C:7]1[CH:12]=[CH:11][C:10]([O:13][CH2:34][C:32]2[N:33]=[C:29]([C:26]3[CH:27]=[CH:28][C:23]([C:19]([CH3:22])([CH3:21])[CH3:20])=[CH:24][CH:25]=3)[S:30][CH:31]=2)=[C:9]([CH3:14])[CH:8]=1)[CH3:2] |f:2.3.4|. Procedure: A mixture of 150 mg of [rac]-2-ethoxy-3-(4-hydroxy-3-methyl-phenyl)-propionic acid ethyl ester (0.59 mmol), 190 mg of 2-(4-tert-butyl-phenyl)-4-chloromethyl-thiazole (0.71 mmol) and 325 mg of cesium carbonate (1 mmol) in 5 ml of acetonitrile was stirred at 60° C. for 1 h. The solvent was then evaporated and the residue obtained was chromatographed on silicagel using a 98:2 (v/v) mixture of dichloromethane and diethyl ether as the eluent. Thus, 150 mg (52% of theory) of [rac]-3-{4-[2-(4-tert-buty... Reactants: O=C1CC[C@H](N1)COS(=O)(=O)C ((+)-methanesulfonic acid (S)-5-oxo-pyrrolidin-2-ylmethyl ester), C(C1=CC=CC=C1)NCCO (2-(benzylamino)ethanol). Conditions: temperature 130 celsius. Product: C(C1=CC=CC=C1)N(CCO)C[C@@H]1CCC(N1)=O ((S)-(+)-5-((Benzyl(2-hydroxyethyl)amino)methyl)pyrrolidin-2-one). Isolated yield 96.4%. Reaction SMILES: [O:1]=[C:2]1[NH:6][C@H:5]([CH2:7]OS(C)(=O)=O)[CH2:4][CH2:3]1.[CH2:13]([NH:20][CH2:21][CH2:22][OH:23])[C:14]1[CH:19]=[CH:18][CH:17]=[CH:16][CH:15]=1>>[CH2:13]([N:20]([CH2:7][C@H:5]1[NH:6][C:2](=[O:1])[CH2:3][CH2:4]1)[CH2:21][CH2:22][OH:23])[C:14]1[CH:19]=[CH:18][CH:17]=[CH:16][CH:15]=1. Procedure details: A mixture of (+)-methanesulfonic acid (S)-5-oxo-pyrrolidin-2-ylmethyl ester (500 mg, 2.59 mmol) and 2-(benzylamino)ethanol (1.56 g, 10.36 mmol) was heated at 130° C. in a microwave oven (Personal Chemistry Emrys™ Optimizer) for 40 minutes. The residue was partitioned between water and DCM, the organic phase was washed with brine, dried (Na2SO4) and evaporated under vacuum. The crude was purified by flash chromatography (DCM/MeOH from 95/5 to 90/10 respectively) to afford the title compound as ye...